The task is: describe an organic reaction: reactants, conditions, products, and yield. This data is from the Open Reaction Database (ORD), a public repository of structured organic reaction records. The reactants are O=C(C)C=C(C)C (mesityl oxide), C(C(=O)OCC)(=O)OCC (diethyl oxalate), CNN (methyl hydrazine), CC(C)([O-])C.[Na+] (sodium tert-butoxide). The solvent is C(C)O (ethanol), C(C)(=O)O (Acetic acid), C(C)O (ethanol). Reaction conditions: time 30 minute. Yields the product CN1N=C(C=C1C=C(C)C)C(=O)OCC (ethyl 1-methyl-5-(2-methylprop-1-enyl)-1H-pyrazole-3-carboxylate). As a reaction SMILES: CC(C)([O-])C.[Na+].O=[C:8]([CH:10]=[C:11]([CH3:13])[CH3:12])[CH3:9].[C:14](OCC)(=O)[C:15]([O:17][CH2:18][CH3:19])=[O:16].[CH3:24][NH:25][NH2:26]>C(O)C.C(O)(=O)C>[CH3:24][N:25]1[C:8]([CH:10]=[C:11]([CH3:13])[CH3:12])=[CH:9][C:14]([C:15]([O:17][CH2:18][CH3:19])=[O:16])=[N:26]1 |f:0.1|. Procedure details: Under a nitrogen atmosphere, sodium tert-butoxide (54.1 g, 0.564 mol) and ethanol (187 mL) were combined at 0° C. The mixture was stirred at ambient temperature for 30 minutes. A mixture of mesityl oxide (30 mL, 0.26 mol) and diethyl oxalate (35.6 mL, 0.26 mol) in ethanol (40 mL) was added over a period of 1 minute. The reaction mixture was stirred for 2.5 hours at ambient temperature and then cooled to 0° C. Acetic acid (131 mL) and methyl hydrazine (15.3 mL, 0.288 mol) were added. The reaction... The reactants are CC=1NC2=C(N1)C=CC=C2 (2-methylbenzimidazole), ClC1=NC(=C2N=C(N(C2=N1)C)CN1CCN(CC1)C(CO)C(C)C)N1CCOCC1 (racemic 2-(4-((2-chloro-9-methyl-6-morpholino-9H-purin-8-yl)methyl)piperazin-1-yl)-3-methylbutan-1-ol). The product is CC([C@@H](CO)N1CCN(CC1)CC=1N(C2=NC(=NC(=C2N1)N1CCOCC1)N1C(=NC2=C1C=CC=C2)C)C)C ((S)-3-methyl-2-(4-((9-methyl-2-(2-methyl-1H-benzo[d]imidazol-1-yl)-6-morpholino-9H-purin-8-yl)methyl)piperazin-1-yl)butan-1-ol). RXN SMILES: [CH3:1][C:2]1[NH:3][C:4]2[CH:10]=[CH:9][CH:8]=[CH:7][C:5]=2[N:6]=1.Cl[C:12]1[N:20]=[C:19]2[C:15]([N:16]=[C:17]([CH2:22][N:23]3[CH2:28][CH2:27][N:26]([CH:29]([CH:32]([CH3:34])[CH3:33])[CH2:30][OH:31])[CH2:25][CH2:24]3)[N:18]2[CH3:21])=[C:14]([N:35]2[CH2:40][CH2:39][O:38][CH2:37][CH2:36]2)[N:13]=1>>[CH3:33][CH:32]([CH3:34])[C@H:29]([N:26]1[CH2:25][CH2:24][N:23]([CH2:22][C:17]2[N:18]([CH3:21])[C:19]3[C:15]([N:16]=2)=[C:14]([N:35]2[CH2:36][CH2:37][O:38][CH2:39][CH2:40]2)[N:13]=[C:12]([N:3]2[C:4]4[CH:10]=[CH:9][CH:8]=[CH:7][C:5]=4[N:6]=[C:2]2[CH3:1])[N:20]=3)[CH2:28][CH2:27]1)[CH2:30][OH:31]. Reported procedure: Following General Procedure I for Buchwald coupling, 2-methylbenzimidazole and racemic 2-(4-((2-chloro-9-methyl-6-morpholino-9H-purin-8-yl)methyl)piperazin-1-yl)-3-methylbutan-1-ol were reacted. The enantiomers were separated by SFC to give 361. LCMS m/z: 534.3 (MH+) Reactants: CC1=NC(=C(C(=C1C)NCCCCNC(OC(C)(C)C)=O)[N+](=O)[O-])OC1=CC=CC=C1 (tert-butyl 4-[(2,3-dimethyl-5-nitro-6-phenoxypyridin-4-yl)amino]butylcarbamate). The reagents and catalysts are [Pd] (palladium on carbon). The solvent is C1(=CC=CC=C1)C (toluene), C(C)(C)O (isopropanol), C1(=CC=CC=C1)C (toluene). Product: NC=1C(=NC(=C(C1NCCCCNC(OC(C)(C)C)=O)C)C)OC1=CC=CC=C1 (tert-butyl 4-[(3-amino-5,6-dimethyl-2-phenoxypyridin-4-yl)amino]butylcarbamate). The yield is 90.6%. RXN SMILES: [CH3:1][C:2]1[C:7]([CH3:8])=[C:6]([NH:9][CH2:10][CH2:11][CH2:12][CH2:13][NH:14][C:15](=[O:21])[O:16][C:17]([CH3:20])([CH3:19])[CH3:18])[C:5]([N+:22]([O-])=O)=[C:4]([O:25][C:26]2[CH:31]=[CH:30][CH:29]=[CH:28][CH:27]=2)[N:3]=1>C1(C)C=CC=CC=1.C(O)(C)C.[Pd]>[NH2:22][C:5]1[C:4]([O:25][C:26]2[CH:27]=[CH:28][CH:29]=[CH:30][CH:31]=2)=[N:3][C:2]([CH3:1])=[C:7]([CH3:8])[C:6]=1[NH:9][CH2:10][CH2:11][CH2:12][CH2:13][NH:14][C:15](=[O:21])[O:16][C:17]([CH3:20])([CH3:19])[CH3:18]. Procedure details: A solution of tert-butyl 4-[(2,3-dimethyl-5-nitro-6-phenoxypyridin-4-yl)amino]butylcarbamate (7.32 g, 17.00 mmol) in a mixture of toluene (150 mL) and isopropanol (10 mL) was combined with a slurry of 10% palladium on carbon in toluene. The mixture was place under hydrogen pressure on a Parr apparatus for 24 hours. Additional catalyst was added at 1.5 hours (2.2 g) and 3 hours (3 g). The reaction mixture was filtered through a layer of Celite® filter agent to remove the catalyst. The layer of fi... Starting materials: N1=C(C=CC=C1)C1=NC2=NC=CC=C2C=C1O (2-Pyridin-2-yl-[1,8]naphthyridin-3-ol), ClC1=CC=NC2=CC(=C(C=C12)OC)OC (4-chloro-6,7-dimethoxyquinoline), O (water). The reagents and catalysts are CN(C1=CC=NC=C1)C (4-dimethylaminopyridine). Solvent: ClC1=C(C=CC=C1)Cl (o-dichlorobenzene). Run at temperature 140 celsius, time 48 hour. Yields the product COC=1C=C2C(=CC=NC2=CC1OC)OC=1C(=NC2=NC=CC=C2C1)C1=NC=CC=C1 (3-(6,7-Dimethoxy-quinolin-4-yloxy)-2-pyridin-2-yl-[1,8]naphthyridine). The yield is 12.1%. RXN SMILES: [N:1]1[CH:6]=[CH:5][CH:4]=[CH:3][C:2]=1[C:7]1[C:16]([OH:17])=[CH:15][C:14]2[C:9](=[N:10][CH:11]=[CH:12][CH:13]=2)[N:8]=1.Cl[C:19]1[C:28]2[C:23](=[CH:24][C:25]([O:31][CH3:32])=[C:26]([O:29][CH3:30])[CH:27]=2)[N:22]=[CH:21][CH:20]=1.O>CN(C)C1C=CN=CC=1.ClC1C=CC=CC=1Cl>[CH3:30][O:29][C:26]1[CH:27]=[C:28]2[C:23](=[CH:24][C:25]=1[O:31][CH3:32])[N:22]=[CH:21][CH:20]=[C:19]2[O:17][C:16]1[C:7]([C:2]2[CH:3]=[CH:4][CH:5]=[CH:6][N:1]=2)=[N:8][C:9]2[C:14]([CH:15]=1)=[CH:13][CH:12]=[CH:11][N:10]=2. Procedure: 2-Pyridin-2-yl-[1,8]naphthyridin-3-ol (9 mg), 4-chloro-6,7-dimethoxyquinoline (27 mg), and 4-dimethylaminopyridine (16 mg) were suspended in o-dichlorobenzene (1.5 ml), and the mixture was stirred at 140° C. for 48 hr. The reaction solution was cooled to room temperature, water was then added to the reaction solution, and the mixture was extracted with chloroform. The chloroform layer was then washed with water and saturated brine and was dried over anhydrous magnesium sulfate. The solvent was r...